The task is: describe an organic reaction: reactants, conditions, products, and yield. This data is from the Open Reaction Database (ORD), a public repository of structured organic reaction records. Reactants: BrC(CCCCC(SC1=CC=C(C=C1)C)C1=CC(=C(C=C1)OC)OC)C (4-[6-bromo-1-[(4-methylphenyl)thio]heptyl]-1,2-dimethoxybenzene), Cl.COC=1C=C2CCNCC2=CC1OC (6,7-dimethoxy-1,2,3,4-tetrahydroisoquinoline hydrochloride). RXN SMILES: Br[CH:2]([CH3:26])[CH2:3][CH2:4][CH2:5][CH2:6][CH:7]([C:16]1[CH:21]=[CH:20][C:19]([O:22][CH3:23])=[C:18]([O:24][CH3:25])[CH:17]=1)[S:8][C:9]1[CH:14]=[CH:13][C:12]([CH3:15])=[CH:11][CH:10]=1.Cl.[CH3:28][O:29][C:30]1[CH:31]=[C:32]2[C:37](=[CH:38][C:39]=1[O:40][CH3:41])[CH2:36][NH:35][CH2:34][CH2:33]2>>[CH3:25][O:24][C:18]1[CH:17]=[C:16]([CH:7]([S:8][C:9]2[CH:14]=[CH:13][C:12]([CH3:15])=[CH:11][CH:10]=2)[CH2:6][CH2:5][CH2:4][CH2:3][CH2:2][CH2:26][N:35]2[CH2:34][CH2:33][C:32]3[C:37](=[CH:38][C:39]([O:40][CH3:41])=[C:30]([O:29][CH3:28])[CH:31]=3)[CH2:36]2)[CH:21]=[CH:20][C:19]=1[O:22][CH3:23] |f:1.2|. Yield: 38.0%. Reported procedure: The procedure of Example 49 is repeated using 5.22 g of 4-[6-bromo-1-[(4-methylphenyl)thio]heptyl]-1,2-dimethoxybenzene, 3.29 g of 6,7-dimethoxy-1,2,3,4-tetrahydroisoquinoline hydrochloride. This affords 2.49 g of the desired product as a yellow gum. Product: COC=1C=C(C=CC1OC)C(CCCCCCN1CC2=CC(=C(C=C2CC1)OC)OC)SC1=CC=C(C=C1)C (2-[7-(3,4-Dimethoxyphenyl)-7-[(4-methylphenyl)thio]-heptyl]-1,2,3,4-tetrahydro-6,7-dimethoxyisoquinoline). Reactants: Cc1ccccc1, CCOC(=O)c1cnc(Oc2ccccc2)s1. Product: OCc1cnc(Oc2ccccc2)s1. As a reaction SMILES: [CH3:18][c:19]1[cH:20][cH:21][cH:22][cH:23][cH:24]1.[O:1]([c:2]1[cH:3][cH:4][cH:5][cH:6][cH:7]1)[c:8]1[s:9][c:10]([C:13](=[O:14])[O:15][CH2:16][CH3:17])[cH:11][n:12]1>>[O:1]([c:2]1[cH:3][cH:4][cH:5][cH:6][cH:7]1)[c:8]1[s:9][c:10]([CH2:13][OH:14])[cH:11][n:12]1.